From a dataset of the Open Reaction Database (ORD), a public repository of structured organic reaction records. describe an organic reaction: reactants, conditions, products, and yield The reactants are CCCCCCC(OC)C(CCCCC)C(=O)OC(C)(C)C, O=C([O-])O, ClCCl, [Na+], C[Si](C)(C)OS(=O)(=O)C(F)(F)F. The product is CCCCCCC(OC)C(CCCCC)C(=O)O. Reaction SMILES: [C:1]([CH3:2])([CH3:3])([CH3:4])[O:5][C:6]([CH:7]([CH:8]([CH2:9][CH2:10][CH2:11][CH2:12][CH2:13][CH3:14])[O:15][CH3:16])[CH2:17][CH2:18][CH2:19][CH2:20][CH3:21])=[O:22].[C:35](=[O:36])([OH:37])[O-:38].[Cl:40][CH2:41][Cl:42].[Na+:39].[S:23]([O:24][Si:25]([CH3:26])([CH3:27])[CH3:28])([C:29]([F:30])([F:31])[F:32])(=[O:33])=[O:34]>>[O:5]=[C:6]([CH:7]([CH:8]([CH2:9][CH2:10][CH2:11][CH2:12][CH2:13][CH3:14])[O:15][CH3:16])[CH2:17][CH2:18][CH2:19][CH2:20][CH3:21])[OH:22]. The product is OC=1C=C(C=CC1)C(N1N=CN=C1)C1=CC(=CC=C1)O (1-[Bis-(3-hydroxyphenyl)methyl]-1H-[1,2,4]triazole). Starting materials: OC=1C=C(C=CC1)C(O)C1=CC(=CC=C1)O (Bis-(3-hydroxyphenyl)methanol), N1N=CN=C1 (1,2,4-triazole), CC=1C=CC(=CC1)S(=O)(=O)O (p-TSA). Reaction SMILES: [OH:1][C:2]1[CH:3]=[C:4]([CH:8]([C:10]2[CH:15]=[CH:14][CH:13]=[C:12]([OH:16])[CH:11]=2)O)[CH:5]=[CH:6][CH:7]=1.[NH:17]1[CH:21]=[N:20][CH:19]=[N:18]1.CC1C=CC(S(O)(=O)=O)=CC=1>C1(C)C=CC=CC=1>[OH:1][C:2]1[CH:3]=[C:4]([CH:8]([C:10]2[CH:15]=[CH:14][CH:13]=[C:12]([OH:16])[CH:11]=2)[N:17]2[CH:21]=[N:20][CH:19]=[N:18]2)[CH:5]=[CH:6][CH:7]=1. Isolated yield 88.4%. Reported procedure: Bis-(3-hydroxyphenyl)methanol (0.75 g, 3.47 mmol), 1,2,4-triazole (0.48 g, 6.94 mmol), p-TSA (125 mg) and toluene (300 mL) were dissolved/suspended in toluene and heated at reflux with a Dean-Stark separator for 24 h. The reaction mixture was allowed to cool, and the solvent was removed in vacuo. The resulting residue was dissolved in EtOAc (75 mL) and the organic layer was washed with H2O (3×75 mL), dried (MgSO4) and the solvent was removed in vacuo to give a brown solid. The crude product was ... The solvent is C1(=CC=CC=C1)C (toluene), C1(=CC=CC=C1)C (toluene). Reactants: C(OCC)(=O)Cl (Ethyl carbonochloridate), [Br-].NC1=CC=C(C=C1)C(C[N+]12C[C@@H](C(CC1)CC2)OC([C@H](NC2=CC=CC=C2)C2=CC=CC=C2)=O)=O ((R)-1-(2-(4-aminophenyl)-2-oxoethyl)-3-((R)-2-phenyl-2-(phenylamino)acetoxy)-1-azoniabicyclo[2.2.2]octane bromide), TEA. The solvent is C(Cl)Cl (DCM). Reaction SMILES: [C:1](Cl)(=[O:5])[O:2][CH2:3][CH3:4].[Br-:7].[NH2:8][C:9]1[CH:14]=[CH:13][C:12]([C:15](=[O:42])[CH2:16][N+:17]23[CH2:24][CH2:23][CH:20]([CH2:21][CH2:22]2)[C@@H:19]([O:25][C:26](=[O:41])[C@@H:27]([C:35]2[CH:40]=[CH:39][CH:38]=[CH:37][CH:36]=2)[NH:28][C:29]2[CH:34]=[CH:33][CH:32]=[CH:31][CH:30]=2)[CH2:18]3)=[CH:11][CH:10]=1>C(Cl)Cl>[Br-:7].[CH2:3]([O:2][C:1]([NH:8][C:9]1[CH:14]=[CH:13][C:12]([C:15](=[O:42])[CH2:16][N+:17]23[CH2:22][CH2:21][CH:20]([CH2:23][CH2:24]2)[C@@H:19]([O:25][C:26](=[O:41])[C@@H:27]([C:35]2[CH:36]=[CH:37][CH:38]=[CH:39][CH:40]=2)[NH:28][C:29]2[CH:30]=[CH:31][CH:32]=[CH:33][CH:34]=2)[CH2:18]3)=[CH:11][CH:10]=1)=[O:5])[CH3:4] |f:1.2,4.5|. Conditions: time 8 hour. Procedure details: Ethyl carbonochloridate (10.5 μl, 0.11 mmol) was added to a solution of (R)-1-(2-(4-aminophenyl)-2-oxoethyl)-3-((R)-2-phenyl-2-(phenylamino)acetoxy)-1-azoniabicyclo[2.2.2]octane bromide (diastereomer 1 of I74) (60 mg, 0.11 mmol) in TEA (15.2 μl, 0.11 mmol) and DCM (2 mL). The reaction mixture was stirred at room temperature overnight. The solvent was evaporated under reduced pressure, and the product was purified by preparative HPLC (eluents: CH3CN/H2O) to obtain (R)-1-(2-(4-(ethoxycarbonylamino... Product: [Br-].C(C)OC(=O)NC1=CC=C(C=C1)C(C[N+]12C[C@@H](C(CC1)CC2)OC([C@H](NC2=CC=CC=C2)C2=CC=CC=C2)=O)=O ((R)-1-(2-(4-(ethoxycarbonylamino)phenyl)-2-oxoethyl)-3-((R)-2-phenyl-2-(phenylamino)acetoxy)-1-azoniabicyclo[2.2.2]octane bromide). Isolated yield 20.4%. The reactants are ( A ), NC=1C=C(C(=O)NC2CC2)C=CC1C(F)(F)F (3-amino-N-cyclopropyl-4-(trifluoromethyl)benzamide), FC=1C=CC(=C(C(=O)O)C1)[N+](=O)[O-] (5-fluoro-2-nitrobenzoic acid). Yields the product C1(CC1)NC(=O)C=1C=CC(=C(C1)NC(C1=C(C=CC(=C1)F)[N+](=O)[O-])=O)C(F)(F)F (N-[5-[(cyclopropylamino)carbonyl]-2-(trifluoromethyl)phenyl]-5-fluoro-2-nitrobenzamide). Reaction SMILES: [NH2:1][C:2]1[CH:3]=[C:4]([CH:11]=[CH:12][C:13]=1[C:14]([F:17])([F:16])[F:15])[C:5]([NH:7][CH:8]1[CH2:10][CH2:9]1)=[O:6].[F:18][C:19]1[CH:20]=[CH:21][C:22]([N+:28]([O-:30])=[O:29])=[C:23]([CH:27]=1)[C:24](O)=[O:25]>>[CH:8]1([NH:7][C:5]([C:4]2[CH:11]=[CH:12][C:13]([C:14]([F:15])([F:16])[F:17])=[C:2]([NH:1][C:24](=[O:25])[C:23]3[CH:27]=[C:19]([F:18])[CH:20]=[CH:21][C:22]=3[N+:28]([O-:30])=[O:29])[CH:3]=2)=[O:6])[CH2:9][CH2:10]1. Procedure details: Using an analogous procedure to that described paragraph (A) in the portion of Example 1 which is concerned with the preparation of starting materials, 3-amino-N-cyclopropyl-4-(trifluoromethyl)benzamide was reacted with 5-fluoro-2-nitrobenzoic acid to give N-[5-[(cyclopropylamino)carbonyl]-2-(trifluoromethyl)phenyl]-5-fluoro-2-nitrobenzamide; Mass Spectrum: M−H+ 410. Starting materials: Cl (hydrogen chloride), O (water), [OH-].[Li+] (lithium hydroxide), C(#N)C=1C=C(C=C(C1)F)C1=CC(=NN1C1=CC(=CC=C1)C#N)C(=O)OCC (Ethyl 5-(3-cyano-5-fluorophenyl)-1-(3-cyanophenyl)-1H-pyrazole-3-carboxylate). The solvent is C1CCOC1 (THF). Run at time 5 hour. The product is C(#N)C=1C=C(C=C(C1)F)C1=CC(=NN1C1=CC(=CC=C1)C#N)C(=O)O (5-(3-Cyano-5-fluorophenyl)-1-(3-cyanophenyl)-1H-pyrazole-3-carboxylic acid). RXN SMILES: O.[OH-].[Li+].[C:4]([C:6]1[CH:7]=[C:8]([C:13]2[N:17]([C:18]3[CH:23]=[CH:22][CH:21]=[C:20]([C:24]#[N:25])[CH:19]=3)[N:16]=[C:15]([C:26]([O:28]CC)=[O:27])[CH:14]=2)[CH:9]=[C:10]([F:12])[CH:11]=1)#[N:5].Cl>C1COCC1>[C:4]([C:6]1[CH:7]=[C:8]([C:13]2[N:17]([C:18]3[CH:23]=[CH:22][CH:21]=[C:20]([C:24]#[N:25])[CH:19]=3)[N:16]=[C:15]([C:26]([OH:28])=[O:27])[CH:14]=2)[CH:9]=[C:10]([F:12])[CH:11]=1)#[N:5] |f:1.2|. Procedure details: 15.0 ml of water and 797 mg of lithium hydroxide (33.3 mmol) are added to 1.20 g (3.00 mmol) of the carboxylic ester of Example 134A with 90% purity in 45.0 ml of THF. The mixture is stirred at RT for 5 h and a 1N aqueous hydrogen chloride solution is subsequently added to the reaction solution. The mixture is extracted with dichloromethane and the combined organic phases are dried over magnesium sulfate, filtered and concentrated in vacuo. The crude product is purified by preparative HPLC (RP18... Reactants: C(C1=CC=CC=C1)OC(=O)N1N(C(CCC1)C(=O)OC(C)(C)C)C(C(CBr)Br)=O (tert.butyl 1-benzyloxycarbonyl-2-(2,3-dibromopropionyl)-hexahydro-3-pyridazinecarboxylate), FC(C(=O)O)(F)F (trifluoroacetic acid). The product is C(C1=CC=CC=C1)OC(=O)N1N(C(CCC1)C(=O)OC)C(C(CBr)Br)=O (methyl 1-benzyloxycarbonyl-2-(2,3-dibromopropionyl)-hexahydro-3-pyridazinecarboxylate). Yield: 96.6%. RXN SMILES: [CH2:1]([O:8][C:9]([N:11]1[CH2:16][CH2:15][CH2:14][CH:13]([C:17]([O:19][C:20](C)(C)C)=[O:18])[N:12]1[C:24](=[O:29])[CH:25]([Br:28])[CH2:26][Br:27])=[O:10])[C:2]1[CH:7]=[CH:6][CH:5]=[CH:4][CH:3]=1.FC(F)(F)C(O)=O>>[CH2:1]([O:8][C:9]([N:11]1[CH2:16][CH2:15][CH2:14][CH:13]([C:17]([O:19][CH3:20])=[O:18])[N:12]1[C:24](=[O:29])[CH:25]([Br:28])[CH2:26][Br:27])=[O:10])[C:2]1[CH:3]=[CH:4][CH:5]=[CH:6][CH:7]=1. Procedure details: 1.0 g of tert.butyl 1-benzyloxycarbonyl-2-(2,3-dibromopropionyl)-hexahydro-3-pyridazinecarboxylate (2-racemates) was stirred for 1 hour at room temperature with 15 ml of trifluoroacetic acid and the mixture was then evaporated. The resulting oil was dissolved in 10 ml of ethanol and esterified using a solution of diazomethane in diethyl ether to give 0.89 g (95%) of methyl 1-benzyloxycarbonyl-2-(2,3-dibromopropionyl)-hexahydro-3-pyridazinecarboxylate (2 racemates) in the form of a white solid of... Reactants: C(C(C)C)N (isobutylamine), [N+](=O)([O-])C=1C=C(C=CC1)S(=O)(=O)Cl (3-nitrobenzenesulfonyl chloride). The product is C(C(C)C)NS(=O)(=O)C1=CC(=CC=C1)[N+](=O)[O-] (N-isobutyl-3-nitrobenzenesulfonamide). As a reaction SMILES: [CH2:1]([NH2:5])[CH:2]([CH3:4])[CH3:3].[N+:6]([C:9]1[CH:10]=[C:11]([S:15](Cl)(=[O:17])=[O:16])[CH:12]=[CH:13][CH:14]=1)([O-:8])=[O:7]>>[CH2:1]([NH:5][S:15]([C:11]1[CH:12]=[CH:13][CH:14]=[C:9]([N+:6]([O-:8])=[O:7])[CH:10]=1)(=[O:16])=[O:17])[CH:2]([CH3:4])[CH3:3]. Reported procedure: The procedure described in Example 1A was performed using isobutylamine (0.396 g, 5.41 mmol) and 3-nitrobenzenesulfonyl chloride (1.0 g, 4.5 mmol) to give N-isobutyl-3-nitrobenzenesulfonamide (0.916 g, 78%). 1H NMR consistent with structure. Isolated yield 78.8%. Starting materials: CCOC(=O)CN(c1ccc(CC2NC(=O)c3ccccc3NC2=O)cc1OCc1ccccc1)S(N)(=O)=O, C1CCOC1, CC(C)(C)[O-], [K+]. Yields the product O=C1CN(c2ccc(CC3NC(=O)c4ccccc4NC3=O)cc2OCc2ccccc2)S(=O)(=O)N1. As a reaction SMILES: [CH2:1]([O:3][C:4](=[O:2])[CH2:5][N:6]([S:7](=[O:8])(=[O:9])[NH2:10])[c:11]1[c:12]([O:31][CH2:32][c:33]2[cH:34][cH:35][cH:36][cH:37][cH:38]2)[cH:13][c:14]([CH2:17][CH:18]2[C:19](=[O:30])[NH:20][c:21]3[c:22]([cH:26][cH:27][cH:28][cH:29]3)[C:23](=[O:25])[NH:24]2)[cH:15][cH:16]1)[CH3:39].[CH2:46]1[O:47][CH2:48][CH2:49][CH2:50]1.[CH3:40][C:41]([CH3:42])([O-:43])[CH3:44].[K+:45]>>[O:3]=[C:4]1[CH2:5][N:6]([c:11]2[c:12]([O:31][CH2:32][c:33]3[cH:34][cH:35][cH:36][cH:37][cH:38]3)[cH:13][c:14]([CH2:17][CH:18]3[C:19](=[O:30])[NH:20][c:21]4[c:22]([cH:26][cH:27][cH:28][cH:29]4)[C:23](=[O:25])[NH:24]3)[cH:15][cH:16]2)[S:7](=[O:8])(=[O:9])[NH:10]1.